This data is from the Open Reaction Database (ORD), a public repository of structured organic reaction records. The task is: describe an organic reaction: reactants, conditions, products, and yield Starting materials: ClC1=C(C=CC(=C1)S)NC([C@@](C(F)(F)F)(C)O)=O ((R)-N-(2-chloro-4-mercaptophenyl)-2-hydroxy-2-methyl-3,3,3-trifluoropropanamide), IC1=C(C=CC=C1)[N+](=O)[O-] (1-iodo-2-nitrobenzene), C[O-].[Na+] (sodium methoxide), cuprous chloride. Solvent: CN(C)C=O (DMF), O (water). Reaction conditions: temperature 135 celsius. Product: ClC1=C(C=CC(=C1)SC1=C(C=CC=C1)[N+](=O)[O-])NC([C@@](C(F)(F)F)(C)O)=O ((R)-N-[2-Chloro-4-(2-nitrophenylthio)phenyl]-2-hydroxy-2-methyl-3,3.3-trifluoropropanamide). Yield: 60.5%. As a reaction SMILES: [Cl:1][C:2]1[CH:7]=[C:6]([SH:8])[CH:5]=[CH:4][C:3]=1[NH:9][C:10](=[O:18])[C@:11]([OH:17])([CH3:16])[C:12]([F:15])([F:14])[F:13].I[C:20]1[CH:25]=[CH:24][CH:23]=[CH:22][C:21]=1[N+:26]([O-:28])=[O:27].C[O-].[Na+]>CN(C=O)C.O>[Cl:1][C:2]1[CH:7]=[C:6]([S:8][C:20]2[CH:25]=[CH:24][CH:23]=[CH:22][C:21]=2[N+:26]([O-:28])=[O:27])[CH:5]=[CH:4][C:3]=1[NH:9][C:10](=[O:18])[C@:11]([OH:17])([CH3:16])[C:12]([F:15])([F:13])[F:14] |f:2.3|. Procedure details: A mixture of (R)-N-(2-chloro-4-mercaptophenyl)-2-hydroxy-2-methyl-3,3,3-trifluoropropanamide (0.1 g), 1-iodo-2-nitrobenzene (0.086 g), sodium methoxide (0.021 g), and cuprous chloride (0.014 g) in DMF (1 ml) was stirred and heated to 135° C. for 2.5 hours then allowed to cool to room temperature. The reaction mixture was diluted with water (5 ml) and poured onto a Varian Chem Elut column. When the liquid had been adsorbed the column was eluted with ethyl acetate and the eluate was concentrated b... Reactants: ClC(Cl)Cl, [Cl-], O=C(O)c1c(-c2ccccc2)c2cc(Cl)ccc2[nH]c1=O, ClCCl, CC(C)CC(N)CO. Product: CC(C)CC(CO)NC(=O)c1c(-c2ccccc2)c2cc(Cl)ccc2[nH]c1=O. Reaction SMILES: [CH:31]([Cl:32])([Cl:33])[Cl:34].[Cl-:1].[Cl:2][c:3]1[cH:4][c:5]2[c:6](-[c:17]3[cH:18][cH:19][cH:20][cH:21][cH:22]3)[c:7]([C:14](=[O:15])[OH:16])[c:8](=[O:13])[nH:9][c:10]2[cH:11][cH:12]1.[Cl:35][CH2:36][Cl:37].[NH2:23][CH:24]([CH2:25][CH:26]([CH3:27])[CH3:28])[CH2:29][OH:30]>>[Cl:2][c:3]1[cH:4][c:5]2[c:6](-[c:17]3[cH:18][cH:19][cH:20][cH:21][cH:22]3)[c:7]([C:14](=[O:15])[NH:23][CH:24]([CH2:25][CH:26]([CH3:27])[CH3:28])[CH2:29][OH:30])[c:8](=[O:13])[nH:9][c:10]2[cH:11][cH:12]1. The reactants are CCOC(=O)c1cnn(C)c1C(=O)Nc1ccn2nc(N(C)CC)nc2c1, CO, Cl, [Li+], [OH-], O, O. The product is CCN(C)c1nc2cc(NC(=O)c3c(C(=O)O)cnn3C)ccn2n1. RXN SMILES: [CH2:1]([CH3:2])[N:3]([c:4]1[n:5][n:6]2[c:7]([cH:8][c:9]([NH:12][C:13](=[O:14])[c:15]3[c:16]([C:21](=[O:22])[O:23][CH2:24][CH3:25])[cH:17][n:18][n:19]3[CH3:20])[cH:10][cH:11]2)[n:26]1)[CH3:27].[CH3:32][OH:33].[ClH:31].[Li+:30].[OH-:29].[OH2:28].[OH2:34]>>[CH2:1]([CH3:2])[N:3]([c:4]1[n:5][n:6]2[c:7]([cH:8][c:9]([NH:12][C:13](=[O:14])[c:15]3[c:16]([C:21](=[O:22])[OH:23])[cH:17][n:18][n:19]3[CH3:20])[cH:10][cH:11]2)[n:26]1)[CH3:27].